From a dataset of the Open Reaction Database (ORD), a public repository of structured organic reaction records. describe an organic reaction: reactants, conditions, products, and yield The reactants are FC1=C(C=C(C(=O)N(CC(F)(F)F)CC(F)(F)F)C=C1)[N+](=O)[O-] (4-Fluoro-3-nitro-N,N-bis(2,2,2-trifluoroethyl)benzamide), NCC1=CC=NC=C1 (4-(aminomethyl)pyridine). Solvent: CC#N (CH3CN). Product: [N+](=O)([O-])C=1C=C(C(=O)N(CC(F)(F)F)CC(F)(F)F)C=CC1NCC1=CC=NC=C1 (3-Nitro-4-[(4-pyridinylmethyl)amino]-N,N-bis(2,2,2-trifluoroethyl)-benzamide). Reaction SMILES: F[C:2]1[CH:20]=[CH:19][C:5]([C:6]([N:8]([CH2:14][C:15]([F:18])([F:17])[F:16])[CH2:9][C:10]([F:13])([F:12])[F:11])=[O:7])=[CH:4][C:3]=1[N+:21]([O-:23])=[O:22].[NH2:24][CH2:25][C:26]1[CH:31]=[CH:30][N:29]=[CH:28][CH:27]=1>CC#N>[N+:21]([C:3]1[CH:4]=[C:5]([CH:19]=[CH:20][C:2]=1[NH:24][CH2:25][C:26]1[CH:31]=[CH:30][N:29]=[CH:28][CH:27]=1)[C:6]([N:8]([CH2:14][C:15]([F:17])([F:18])[F:16])[CH2:9][C:10]([F:11])([F:12])[F:13])=[O:7])([O-:23])=[O:22]. Reported procedure: 4-Fluoro-3-nitro-N,N-bis(2,2,2-trifluoroethyl)benzamide (120 mg, 0.345 mmol) and 4-(aminomethyl)pyridine (0.070 mL, 0.380 mmoL) were stirred in 3 mL of CH3CN. The solvent was concentrated. The residue was dissolved in EtOAc and washed with saturated NaHCO3, brine and dried over anhydrous Na2SO4. The product was purified by flash chromatography on silica gel using EtOAc as eluent affording the title compound as yellow oil. Yield: 145 mg (79%); 1H NMR (CDCl3) 4.19 (q, J=8.59 Hz, 4H), 4.71 (d, J=6.... The reactants are CC1=C(C=C(C=C1)C=1OC2=C(N1)C=CC=C2)C(F)(F)F (2-[4-methyl-3-(trifluoromethyl)phenyl]-1,3-benzoxazole), C1CC(=O)N(C1=O)Br (n-bromosuccinimide), C(C1=CC=CC=C1)(=O)OOC(C1=CC=CC=C1)=O (benzoyl peroxide). Solvent: C(Cl)(Cl)(Cl)Cl (carbon tetrachloride). The product is BrCC1=C(C=C(C=C1)C=1OC2=C(N1)C=CC=C2)C(F)(F)F (2-[4-(bromomethyl)-3-(trifluoromethyl)phenyl]-1,3-benzoxazole). As a reaction SMILES: [CH3:1][C:2]1[CH:7]=[CH:6][C:5]([C:8]2[O:9][C:10]3[CH:16]=[CH:15][CH:14]=[CH:13][C:11]=3[N:12]=2)=[CH:4][C:3]=1[C:17]([F:20])([F:19])[F:18].C1C(=O)N([Br:28])C(=O)C1.C(OOC(=O)C1C=CC=CC=1)(=O)C1C=CC=CC=1>C(Cl)(Cl)(Cl)Cl>[Br:28][CH2:1][C:2]1[CH:7]=[CH:6][C:5]([C:8]2[O:9][C:10]3[CH:16]=[CH:15][CH:14]=[CH:13][C:11]=3[N:12]=2)=[CH:4][C:3]=1[C:17]([F:20])([F:18])[F:19]. Procedure details: A mixture of 2-[4-methyl-3-(trifluoromethyl)phenyl]-1,3-benzoxazole (600 mg, 2.2 mmol), n-bromosuccinimide (579 mg, 3.25 mmol), benzoyl peroxide (26 mg, 0.11 mmol) in carbon tetrachloride (15 mL) was refluxed for 3 h and then cooled to rt. The white precipitate was filtered and the filtrate was concentrated to dryness. The crude was purified by flash chromatography on silica gel eluting with EtOAc:hexanes (1:1) to afford 2-[4-(bromomethyl)-3-(trifluoromethyl)phenyl]-1,3-benzoxazole. The reactants are CO, CCOC(=O)Cc1cc(Cl)c(NC(=O)c2n[nH]c3ccccc23)cc1F, Cl, [Na+], [OH-]. Product: O=C(O)Cc1cc(Cl)c(NC(=O)c2n[nH]c3ccccc23)cc1F. As a reaction SMILES: [CH3:29][OH:30].[Cl:1][c:2]1[c:3]([NH:15][C:16](=[O:17])[c:18]2[n:19][nH:20][c:21]3[cH:22][cH:23][cH:24][cH:25][c:26]23)[cH:4][c:5]([F:14])[c:6]([CH2:8][C:9](=[O:10])[O:11][CH2:12][CH3:13])[cH:7]1.[ClH:31].[Na+:28].[OH-:27]>>[Cl:1][c:2]1[c:3]([NH:15][C:16](=[O:17])[c:18]2[n:19][nH:20][c:21]3[cH:22][cH:23][cH:24][cH:25][c:26]23)[cH:4][c:5]([F:14])[c:6]([CH2:8][C:9](=[O:10])[OH:11])[cH:7]1. The reactants are COc1ccc(P2(=S)SP(=S)(c3ccc(OC)cc3)S2)cc1, Cc1ccccc1, O=C1CC(c2cccc(Cl)c2)C2(C(=O)Nc3cc(Cl)ccc32)C(c2ccccc2C(F)(F)F)N1. The product is O=C1Nc2cc(Cl)ccc2C12C(c1cccc(Cl)c1)CC(=S)NC2c1ccccc1C(F)(F)F. RXN SMILES: [CH3:35][O:36][c:37]1[cH:38][cH:39][c:40]([P:41]2(=[S:42])[S:43][P:45](=[S:46])([c:47]3[cH:48][cH:49][c:50]([O:51][CH3:52])[cH:53][cH:54]3)[S:44]2)[cH:55][cH:56]1.[CH3:57][c:58]1[cH:59][cH:60][cH:61][cH:62][cH:63]1.[Cl:1][c:2]1[cH:3][cH:4][c:5]2[c:9]([cH:10]1)[NH:8][C:7](=[O:11])[C:6]21[CH:12]([c:25]2[c:26]([C:31]([F:32])([F:33])[F:34])[cH:27][cH:28][cH:29][cH:30]2)[NH:13][C:14](=[O:24])[CH2:15][CH:16]1[c:17]1[cH:18][c:19]([Cl:23])[cH:20][cH:21][cH:22]1>>[Cl:1][c:2]1[cH:3][cH:4][c:5]2[c:9]([cH:10]1)[NH:8][C:7](=[O:11])[C:6]21[CH:12]([c:25]2[c:26]([C:31]([F:32])([F:33])[F:34])[cH:27][cH:28][cH:29][cH:30]2)[NH:13][C:14](=[S:44])[CH2:15][CH:16]1[c:17]1[cH:18][c:19]([Cl:23])[cH:20][cH:21][cH:22]1. Starting materials: OC1=CC=C(C(=O)OC)C=C1 (Methyl 4-hydroxybenzoate), BrBr (bromine). Solvent: C(Cl)(Cl)Cl (chloroform), CO (methanol), C(Cl)(Cl)Cl (chloroform), C(Cl)(Cl)Cl (chloroform). Reaction conditions: time 2 hour. Yields the product BrC=1C=C(C(=O)OC)C=CC1O (methyl 3-bromo-4-hydroxybenzoate). Reaction SMILES: [OH:1][C:2]1[CH:11]=[CH:10][C:5]([C:6]([O:8][CH3:9])=[O:7])=[CH:4][CH:3]=1.[Br:12]Br>C(Cl)(Cl)Cl.CO>[Br:12][C:11]1[CH:10]=[C:5]([CH:4]=[CH:3][C:2]=1[OH:1])[C:6]([O:8][CH3:9])=[O:7]. Procedure details: Methyl 4-hydroxybenzoate (25.00 g) was dissolved in chloroform (225 mL) and methanol (25 mL), and a chloroform (30 mL) solution of bromine (8.5 mL) was added dropwise to the solution, and then the mixture was stirred for 2 hours. The reaction solution was diluted with chloroform, washed with water, an aqueous 10% sodium thiosulfate solution and saturated brine and then dried over anhydrous sodium sulfate. The solvent was distilled off under reduced pressure to obtain the title compound (37.81 g)... The reactants are C=C(C)C(O)CCC(C)CCO, Cl[Pd]Cl, c1ccc(PCCCCPc2ccccc2)cc1, c1ccc(P(c2ccccc2)c2ccccc2)cc1, c1ccc(P(c2ccccc2)c2ccccc2)cc1. Yields the product C=C(C)C=CCC(C)CCO. RXN SMILES: [CH3:1][CH:2]([CH2:3][CH2:4][OH:5])[CH2:6][CH2:7][CH:8]([C:9](=[CH2:10])[CH3:11])[OH:12].[Pd:31]([Cl:32])[Cl:33].[c:13]1([PH:14][CH2:15][CH2:16][CH2:17][CH2:18][PH:19][c:20]2[cH:21][cH:22][cH:23][cH:24][cH:25]2)[cH:26][cH:27][cH:28][cH:29][cH:30]1.[c:34]1([P:35]([c:36]2[cH:37][cH:38][cH:39][cH:40][cH:41]2)[c:42]2[cH:43][cH:44][cH:45][cH:46][cH:47]2)[cH:48][cH:49][cH:50][cH:51][cH:52]1.[c:53]1([P:54]([c:55]2[cH:56][cH:57][cH:58][cH:59][cH:60]2)[c:61]2[cH:62][cH:63][cH:64][cH:65][cH:66]2)[cH:67][cH:68][cH:69][cH:70][cH:71]1>>[CH3:1][CH:2]([CH2:3][CH2:4][OH:5])[CH2:6][CH:7]=[CH:8][C:9](=[CH2:10])[CH3:11]. The reactants are CO (MeOH), NCCNS(=O)(=O)C=1C=2C=CN=CC2C=CC1 (isoquinoline-5-sulfonic acid (2-amino-ethyl)-amide), BrCCOC1=C(C=C(C=C1)Cl)C(=O)C1=CC=CC=C1 ([2-(2-bromo-ethoxy)-5-chloro-phenyl]-phenyl-methanone), C([O-])([O-])=O.[K+].[K+] (potassium carbonate). Solvent: C(Cl)(Cl)Cl (CHCl3), O (water), CN(C)C=O (DMF). Product: Cl.Cl.C(C1=CC=CC=C1)(=O)C1=C(OCCNCCNS(=O)(=O)C=2C=3C=CN=CC3C=CC2)C=CC(=C1)Cl (Isoquinoline-5-sulfonic acid {2-[2-(2-benzoyl-4-chloro-phenoxy)-ethylamino]-ethyl}-amide di-hydrochloride). The yield is 66.0%. RXN SMILES: [NH2:1][CH2:2][CH2:3][NH:4][S:5]([C:8]1[C:9]2[CH:10]=[CH:11][N:12]=[CH:13][C:14]=2[CH:15]=[CH:16][CH:17]=1)(=[O:7])=[O:6].Br[CH2:19][CH2:20][O:21][C:22]1[CH:27]=[CH:26][C:25]([Cl:28])=[CH:24][C:23]=1[C:29]([C:31]1[CH:36]=[CH:35][CH:34]=[CH:33][CH:32]=1)=[O:30].C(=O)([O-])[O-].[K+].[K+].CO>CN(C=O)C.C(Cl)(Cl)Cl.O>[ClH:28].[ClH:28].[C:29]([C:23]1[CH:24]=[C:25]([Cl:28])[CH:26]=[CH:27][C:22]=1[O:21][CH2:20][CH2:19][NH:1][CH2:2][CH2:3][NH:4][S:5]([C:8]1[C:9]2[CH:10]=[CH:11][N:12]=[CH:13][C:14]=2[CH:15]=[CH:16][CH:17]=1)(=[O:7])=[O:6])(=[O:30])[C:31]1[CH:36]=[CH:35][CH:34]=[CH:33][CH:32]=1 |f:2.3.4,9.10.11|. Procedure: A solution of isoquinoline-5-sulfonic acid (2-amino-ethyl)-amide (20 mg, 0.080 mmol), [2-(2-bromo-ethoxy)-5-chloro-phenyl]-phenyl-methanone (29 mg (0.085 mmol) and potassium carbonate (18 mg, 0.13 mmol) in anhydrous DMF (0.12 mL) is stirred at ambient temperature for 14 hours. After dilution with 10% MeOH in CHCl3, the mixture is poured into 10 mL of water and extracted three times with 10% MeOH in CHCl3. The extracts are dried over Na2SO4 and evaporated. The crude residue is purified by column ... Reactants: NC1=C(C(=O)N)C(=CC(=C1)OC)OC (2-amino-4,6-dimethoxybenzamide), O1CCOC2=C1C=CC(=C2)C=O (2,3-dihydro-benzo[1,4]dioxine-6-carbaldehyde), COC1=C2C(NC(=NC2=CC(=C1)OC)C1=NC=CC=C1)=O (5,7-dimethoxy-2-(pyridin-2-yl)quinazolin-4(3H)-one). Product: O1C2=C(OCC1)C=C(C=C2)C2=NC1=CC(=CC(=C1C(N2)=O)OC)OC (2-(2,3-Dihydrobenzo[b][1,4]dioxin-6-yl)-5,7-dimethoxyquinazolin-4(3H)-one). The yield is 46.0%. Reaction SMILES: [NH2:1][C:2]1[CH:10]=[C:9]([O:11][CH3:12])[CH:8]=[C:7]([O:13][CH3:14])[C:3]=1[C:4]([NH2:6])=[O:5].[O:15]1[C:20]2[CH:21]=[CH:22][C:23]([CH:25]=O)=[CH:24][C:19]=2[O:18][CH2:17][CH2:16]1.COC1C=C(OC)C=C2C=1C(=O)NC(C1C=CC=CN=1)=N2>>[O:15]1[CH2:16][CH2:17][O:18][C:19]2[CH:24]=[C:23]([C:25]3[NH:6][C:4](=[O:5])[C:3]4[C:2](=[CH:10][C:9]([O:11][CH3:12])=[CH:8][C:7]=4[O:13][CH3:14])[N:1]=3)[CH:22]=[CH:21][C:20]1=2. Procedure: 2-(2,3-Dihydrobenzo[b][1,4]dioxin-6-yl)-5,7-dimethoxyquinazolin-4(3H)-one was synthesized from 2-amino-4,6-dimethoxybenzamide and 2,3-dihydro-benzo[1,4]dioxine-6-carbaldehyde, using the method described for 5,7-dimethoxy-2-(pyridin-2-yl)quinazolin-4(3H)-one. 2-(2,3-Dihydrobenzo[b][1,4]dioxin-6-yl)-5,7-dimethoxyquinazolin-4(3H)-one (120 mg, 46%) was isolated as a yellow solid. Selected data: MS (m/z): 341.03; MP 307.5-309.6° C. The product is CC(/C=C/C(=O)OCC)(CC1=CC=CC=C1)C (ethyl (E)-4,4-dimethyl-5-phenyl-2-pentenoate). Conditions: time 30 minute. Reported procedure: A suspension (17.8 g, 445 mmol) of 60% sodium hydride in liquid paraffin was suspended in toluene (300 ml), and a solution of ethyl diethylphosphonoacetate (99.8 g, 445 mmol) in toluene (50 ml) was added at room temperature. The mixture was stirred for 30 min. A solution of 2,2-dimethyl-3-phenylpropanal (see Tetrahedron Lett., 1273-1275 (1973)) (60.16 g, 370.8 mmol) in toluene (50 ml) was dropwise added, and the mixture was stirred at room temperature for 2 hrs. The reaction solution was poured ... The reactants are C(C)OP(=O)(OCC)CC(=O)OCC (ethyl diethylphosphonoacetate), CC(C=O)(CC1=CC=CC=C1)C (2,2-dimethyl-3-phenylpropanal), [H-].[Na+] (sodium hydride), O (water), paraffin. Reaction SMILES: [H-].[Na+].C(OP([CH2:11][C:12]([O:14][CH2:15][CH3:16])=[O:13])(OCC)=O)C.[CH3:17][C:18]([CH3:28])([CH2:21][C:22]1[CH:27]=[CH:26][CH:25]=[CH:24][CH:23]=1)[CH:19]=O.O>C1(C)C=CC=CC=1>[CH3:19][C:18]([CH3:28])([CH2:21][C:22]1[CH:27]=[CH:26][CH:25]=[CH:24][CH:23]=1)/[CH:17]=[CH:11]/[C:12]([O:14][CH2:15][CH3:16])=[O:13] |f:0.1|. The solvent is C1(=CC=CC=C1)C (toluene), C1(=CC=CC=C1)C (toluene), C1(=CC=CC=C1)C (toluene).